From a dataset of the Open Reaction Database (ORD), a public repository of structured organic reaction records. describe an organic reaction: reactants, conditions, products, and yield The product is CC(C)(C)CC(=O)N1CCc2[nH]cnc2C1. Reactants: CC(C)(C)CC(=O)O, ClCCCl, CCN(C(C)C)C(C)C, CCOC(C)=O, ClCCl, Cl, Cl, On1nnc2cccnc21, c1nc2c([nH]1)CCNC2. As a reaction SMILES: [C:5]([CH3:6])([CH3:7])([CH3:8])[CH2:9][C:10](=[O:11])[OH:12].[CH2:1]([Cl:2])[CH2:3][Cl:4].[CH2:34]([N:35]([CH:36]([CH3:37])[CH3:38])[CH:39]([CH3:40])[CH3:41])[CH3:42].[CH3:46][CH2:47][O:48][C:49](=[O:50])[CH3:51].[Cl:43][CH2:44][Cl:45].[ClH:23].[ClH:24].[OH:13][n:14]1[c:15]2[n:16][cH:17][cH:18][cH:19][c:20]2[n:21][n:22]1.[nH:25]1[cH:26][n:27][c:28]2[c:33]1[CH2:32][CH2:31][NH:30][CH2:29]2>>[C:5]([CH3:6])([CH3:7])([CH3:8])[CH2:9][C:10](=[O:12])[N:30]1[CH2:29][c:28]2[n:27][cH:26][nH:25][c:33]2[CH2:32][CH2:31]1. The reactants are COC(=N)NC(=O)OCc1ccccc1, Cc1ccccc1, NCCCCCCCCCCCCN. Product: N=C(NCCCCCCCCCCCCN)NC(=O)OCc1ccccc1. As a reaction SMILES: [CH2:1]([c:2]1[cH:3][cH:4][cH:5][cH:6][cH:7]1)[O:8][C:9](=[O:10])[NH:11][C:12]([O:13][CH3:14])=[NH:15].[CH3:30][c:31]1[cH:32][cH:33][cH:34][cH:35][cH:36]1.[NH2:16][CH2:17][CH2:18][CH2:19][CH2:20][CH2:21][CH2:22][CH2:23][CH2:24][CH2:25][CH2:26][CH2:27][CH2:28][NH2:29]>>[CH2:1]([c:2]1[cH:3][cH:4][cH:5][cH:6][cH:7]1)[O:8][C:9](=[O:10])[NH:11][C:12](=[NH:15])[NH:29][CH2:28][CH2:27][CH2:26][CH2:25][CH2:24][CH2:23][CH2:22][CH2:21][CH2:20][CH2:19][CH2:18][CH2:17][NH2:16]. The reactants are NC1=C2N=C(N(C2=NC(=N1)OCC)CC1=CC=CC=C1)OC (6-Amino-9-benzyl-2-ethoxy-8-methoxypurine), N (ammonia). Solvent: Cl (hydrochloric acid). Product: NC1=C2N=C(N(C2=NC(=N1)OCC)CC1=CC=CC=C1)O (6-Amino-9-benzyl-2-ethoxy-8-hydroxypurine). Isolated yield 64.3%. As a reaction SMILES: [NH2:1][C:2]1[N:10]=[C:9]([O:11][CH2:12][CH3:13])[N:8]=[C:7]2[C:3]=1[N:4]=[C:5]([O:21]C)[N:6]2[CH2:14][C:15]1[CH:20]=[CH:19][CH:18]=[CH:17][CH:16]=1.N>Cl>[NH2:1][C:2]1[N:10]=[C:9]([O:11][CH2:12][CH3:13])[N:8]=[C:7]2[C:3]=1[N:4]=[C:5]([OH:21])[N:6]2[CH2:14][C:15]1[CH:20]=[CH:19][CH:18]=[CH:17][CH:16]=1. Procedure: 6-Amino-9-benzyl-2-ethoxy-8-methoxypurine (18 mg, 0.06 mmol) in concentrated hydrochloric acid (5 ml) was stirred for 3 hours at room temperature. The reaction mixture was made basic with 28% aqueous ammonia, and the resulting crystals were filtered and washed with water to give the subject compound (11 mg, yield 64%). The reactants are C1(=CC=CC=C1)C=1CCN(CC1)CCCCC1=CNC2=CC=C(C=C12)C(=O)O (3-[4-(4-phenyl-1,2,3,6-tetrahydropyridyl)-butyl]-indole-5-carboxylic acid), [H-].C(C(C)C)[Al+]CC(C)C (diisobutylaluminum hydride), O (water). Solvent: C1(=CC=CC=C1)C (toluene), C1(=CC=CC=C1)C (toluene). Reaction conditions: time 2 hour. Product: C1(=CC=CC=C1)C=1CCN(CC1)CCCCC1=CNC2=CC=C(C=C12)C=O (3-[4-(4-phenyl-1,2,3,6-tetrahydropyridyl)-butyl]-5-formylindole). RXN SMILES: [C:1]1([C:7]2[CH2:8][CH2:9][N:10]([CH2:13][CH2:14][CH2:15][CH2:16][C:17]3[C:25]4[C:20](=[CH:21][CH:22]=[C:23]([C:26](O)=[O:27])[CH:24]=4)[NH:19][CH:18]=3)[CH2:11][CH:12]=2)[CH:6]=[CH:5][CH:4]=[CH:3][CH:2]=1.[H-].C([Al+]CC(C)C)C(C)C.O>C1(C)C=CC=CC=1>[C:1]1([C:7]2[CH2:12][CH2:11][N:10]([CH2:13][CH2:14][CH2:15][CH2:16][C:17]3[C:25]4[C:20](=[CH:21][CH:22]=[C:23]([CH:26]=[O:27])[CH:24]=4)[NH:19][CH:18]=3)[CH2:9][CH:8]=2)[CH:2]=[CH:3][CH:4]=[CH:5][CH:6]=1 |f:1.2|. Reported procedure: 4.04 g of 3-[4-(4-phenyl-1,2,3,6-tetrahydropyridyl)-butyl]-indole-5-carboxylic acid are suspended in 25 ml of toluene, and a 3-fold molar amount of a 20% strength solution of diisobutylaluminum hydride in toluene is added dropwise, under N2 and with stirring, the mixture is boiled for 2 hours and cooled and is decomposed with water, and the product is worked up in the customary manner to give 3-[4-(4-phenyl-1,2,3,6-tetrahydropyridyl)-butyl]-5-formylindole, m.p. 131°. The reactants are [Br-], ClCCCBr, O=C([O-])[O-], CCCC[N+](CCCC)(CCCC)CCCC, CC(C)=O, [I-], [K+], [K+], [K+], O=[N+]([O-])c1ccccc1O. Product: O=[N+]([O-])c1ccccc1OCCCCl. As a reaction SMILES: [Br-:24].[Br:11][CH2:12][CH2:13][CH2:14][Cl:15].[C:16](=[O:17])([O-:18])[O-:19].[CH2:25]([N+:26]([CH2:27][CH2:28][CH2:29][CH3:30])([CH2:31][CH2:32][CH2:33][CH3:34])[CH2:35][CH2:36][CH2:37][CH3:38])[CH2:39][CH2:40][CH3:41].[CH3:42][C:43](=[O:44])[CH3:45].[I-:23].[K+:20].[K+:21].[K+:22].[OH:1][c:2]1[cH:3][cH:4][cH:5][cH:6][c:7]1[N+:8]([O-:9])=[O:10]>>[O:1]([c:2]1[cH:3][cH:4][cH:5][cH:6][c:7]1[N+:8]([O-:9])=[O:10])[CH2:12][CH2:13][CH2:14][Cl:15]. As a reaction SMILES: [NH2:1][C:2]1[CH:3]=[CH:4][CH:5]=[C:6]2[C:11]=1[N:10]=[CH:9][CH:8]=[CH:7]2.[C:12](Cl)([Cl:14])=[O:13]>C(Cl)Cl>[N:10]1[C:11]2[C:6](=[CH:5][CH:4]=[CH:3][C:2]=2[NH:1][C:12]([Cl:14])=[O:13])[CH:7]=[CH:8][CH:9]=1. Run in C(Cl)Cl (methylene chloride), C(Cl)Cl (methylene chloride). Procedure: 8-Aminoquinoline (2.0 g., Pfaltz & Bauer, A28560) in methylene chloride (10 ml) was added dropwise to a 0° C. solution of 2.2M phosgene in methylene chloride (12 ml). The resulting precipitate was filtered and dried. The dark solid thus obtained is unstable and in practice it was immediately used in the next reaction. Product: N1=CC=CC2=CC=CC(=C12)NC(=O)Cl (8-Quinolylcarbamyl Chloride). Reactants: NC=1C=CC=C2C=CC=NC12 (8-Aminoquinoline), C(=O)(Cl)Cl (phosgene).